Dataset: the Open Reaction Database (ORD), a public repository of structured organic reaction records. Task: describe an organic reaction: reactants, conditions, products, and yield The reactants are N[C@H](CO)CN(CC1=CC=C(C=C1)OC)C1=CC(=CC=C1)F ((S)-2-amino-3-[(3-fluoro-phenyl)-(4-methoxy-benzyl)-amino]-propan-1-ol), N#CBr (cyanogen bromide). Yields the product FC=1C=C(C=CC1)N(CC1=CC=C(C=C1)OC)C[C@@H]1N=C(OC1)N ((S)-4-{[(3-fluoro-phenyl)-(4-methoxy-benzyl)-amino]-methyl}-4,5-dihydro-oxazol-2-ylamine). RXN SMILES: [NH2:1][C@@H:2]([CH2:5][N:6]([C:16]1[CH:21]=[CH:20][CH:19]=[C:18]([F:22])[CH:17]=1)[CH2:7][C:8]1[CH:13]=[CH:12][C:11]([O:14][CH3:15])=[CH:10][CH:9]=1)[CH2:3][OH:4].[N:23]#[C:24]Br>>[F:22][C:18]1[CH:17]=[C:16]([N:6]([CH2:5][C@H:2]2[CH2:3][O:4][C:24]([NH2:23])=[N:1]2)[CH2:7][C:8]2[CH:9]=[CH:10][C:11]([O:14][CH3:15])=[CH:12][CH:13]=2)[CH:21]=[CH:20][CH:19]=1. Reported procedure: In analogy to example 1.d (S)-2-amino-3-[(3-fluoro-phenyl)-(4-methoxy-benzyl)-amino]-propan-1-ol was reacted with cyanogen bromide to give (S)-4-{[(3-fluoro-phenyl)-(4-methoxy-benzyl)-amino]-methyl}-4,5-dihydro-oxazol-2-ylamine. Light yellow gum. MS (ISP): 330.3 ([M+H]+) Starting materials: FC(C1=CC=C(C=C1)N=C=O)(F)F (4-(Trifluoromethyl)phenylisocyanate), NC1CCN(CC1)C(C(CC)C)=O (1-(4-aminopiperidin-1-yl)-2-methylbutan-1-one), C(Cl)Cl (CH2Cl2). Run at time 12 hour. The product is C(C)C1CCC(CC1)NC(=O)NC1CCN(CC1)C(C(C)C)=O (1-(4-ethylcyclohexyl)-3-(1-isobutyrylpiperidin-4-yl)urea). The yield is 42.0%. As a reaction SMILES: F[C:2](F)(F)[C:3]1[CH:8]=[CH:7][C:6]([N:9]=[C:10]=[O:11])=[CH:5][CH:4]=1.[NH2:14][CH:15]1[CH2:20][CH2:19][N:18]([C:21](=[O:26])[CH:22]([CH3:25])[CH2:23]C)[CH2:17][CH2:16]1.[CH2:27](Cl)Cl>>[CH2:2]([CH:3]1[CH2:8][CH2:7][CH:6]([NH:9][C:10]([NH:14][CH:15]2[CH2:20][CH2:19][N:18]([C:21](=[O:26])[CH:22]([CH3:25])[CH3:23])[CH2:17][CH2:16]2)=[O:11])[CH2:5][CH2:4]1)[CH3:27]. Procedure details: 4-(Trifluoromethyl)phenylisocyanate (100 mg, 0.65 mmol) and 1-(4-aminopiperidin-1-yl)-2-methylbutan-1-one (111 mg, 0.53 mmol) was dissolved in CH2Cl2 (100 mL) and stirred for 12 h. The reaction was quenched by addition of water. The organic layer was isolated and the aqueous layer was extracted with EtOAc for 4 times. The combined organic layer was concentrated under vacuo and was further purified by flash chromatography (EtOAc:Hex/1:1) yielding final product (89 mg, 2.76 mmol, 42%). H-NMR (DMSO... Starting materials: C[Si](C)(C)C#N (Trimethylsilyl cyanide), C([O-])(O)=O.[Na+] (sodium bicarbonate), BrC1=CC=C(C(=O)C2=CC=CC=C2)C=C1 (4-bromobenzophenone). Reagents/catalysts: [I-].[Zn+2].[I-] (Zinc iodide). Solvent: ClCCl (dichloromethane). Conditions: time 72 hour. The product is BrC1=CC=C(C(C(=O)O)(O)C2=CC=CC=C2)C=C1 ((RS)-4-bromobenzilic acid). The yield is 19.0%. As a reaction SMILES: [Br:1][C:2]1[CH:15]=[CH:14][C:5]([C:6]([C:8]2[CH:13]=[CH:12][CH:11]=[CH:10][CH:9]=2)=[O:7])=[CH:4][CH:3]=1.C[Si](C#N)(C)C.[C:22](=O)([OH:24])[O-:23].[Na+]>ClCCl.[I-].[Zn+2].[I-]>[Br:1][C:2]1[CH:3]=[CH:4][C:5]([C:6]([C:8]2[CH:13]=[CH:12][CH:11]=[CH:10][CH:9]=2)([OH:7])[C:22]([OH:24])=[O:23])=[CH:14][CH:15]=1 |f:2.3,5.6.7|. Procedure details: Zinc iodide (0.5 g) was added to a stirring solution of 4-bromobenzophenone (54.81 g, 0.21 mol) in dry dichloromethane (500 ml) at room temperature under N2 atmosphere. Trimethylsilyl cyanide (25 g, 0.25 mol) was added dropwise from an addition flask over a period of 1 hour and the mixture stirred at room temperature for 72 hours. The reaction mixture was treated with saturated sodium bicarbonate (200 ml) and stirred for 1 hour. The organic layer was separated, washed with water (2×150 ml) and c... Starting materials: O[C@H](CC(=O)OC)C (Methyl (S)-(+)-3-hydroxybutyrate), C(C1=CC=CC=C1)O (benzyl alcohol). The reagents and catalysts are CC([O-])C.CC([O-])C.CC([O-])C.CC([O-])C.[Ti+4] (titanium tetraisopropoxide). Run at time 24 hour. The product is O[C@H](CC(=O)OCC1=CC=CC=C1)C (benzyl (S)-(+)-3-hydroxybutyrate), C(C1=CC=CC=C1)O (benzyl alcohol). RXN SMILES: [OH:1][C@@H:2]([CH3:8])[CH2:3][C:4]([O:6][CH3:7])=[O:5].[CH2:9]([OH:16])[C:10]1[CH:15]=[CH:14][CH:13]=[CH:12][CH:11]=1>CC(C)[O-].CC(C)[O-].CC(C)[O-].CC(C)[O-].[Ti+4]>[OH:1][C@@H:2]([CH3:8])[CH2:3][C:4]([O:6][CH2:7][C:10]1[CH:15]=[CH:14][CH:13]=[CH:12][CH:11]=1)=[O:5].[CH2:9]([OH:16])[C:10]1[CH:15]=[CH:14][CH:13]=[CH:12][CH:11]=1 |f:2.3.4.5.6|. Reported procedure: A chemical reference for desired product was prepared as follows. Methyl (S)-(+)-3-hydroxybutyrate (Aldrich) was dissolved in benzyl alcohol and treated with a catalytic amount of titanium tetraisopropoxide. The mixture was aged at 60° C. for 24 hours. Partial concentration on a rotary evaporator and filtration afforded benzyl (S)-(+)-3-hydroxybutyrate and residual benzyl alcohol. The reactants are CO, O=C1Cc2ccc(Cl)cc2N1, O=Cc1cccc(F)c1. Product: O=C1Nc2cc(Cl)ccc2C1=Cc1cccc(F)c1. RXN SMILES: [CH3:21][OH:22].[Cl:1][c:2]1[cH:3][cH:4][c:5]2[c:9]([cH:10]1)[NH:8][C:7](=[O:11])[CH2:6]2.[F:12][c:13]1[cH:14][c:15]([CH:16]=[O:17])[cH:18][cH:19][cH:20]1>>[Cl:1][c:2]1[cH:3][cH:4][c:5]2[c:9]([cH:10]1)[NH:8][C:7](=[O:11])[C:6]2=[CH:16][c:15]1[cH:14][c:13]([F:12])[cH:20][cH:19][cH:18]1.